describe an organic reaction: reactants, conditions, products, and yield From a dataset of the Open Reaction Database (ORD), a public repository of structured organic reaction records. Starting materials: ClCC(=O)N(CC)CC1(CCN(CC1)C(=O)OC(C)(C)C)O (tert-butyl 4-((2-chloro-N-ethylacetamido)methyl)-4-hydroxypiperidine-1-carboxylate), C([O-])(O)=O.[Na+] (sodium bicarbonate), O1CCCC1 (tetrahydrofuran), [H-].[Na+] (NaH). The solvent is O (water), C(C)(=O)OCC (ethyl acetate). Run at time 3 hour. Product: C(C)N1C(COC2(C1)CCN(CC2)C(=O)OC(C)(C)C)=O (tert-butyl 4-ethyl-3-oxo-1-oxa-4,9-diazaspiro[5.5]undecane-9-carboxylate). Yield: 60.8%. As a reaction SMILES: Cl[CH2:2][C:3]([N:5]([CH2:8][C:9]1([OH:22])[CH2:14][CH2:13][N:12]([C:15]([O:17][C:18]([CH3:21])([CH3:20])[CH3:19])=[O:16])[CH2:11][CH2:10]1)[CH2:6][CH3:7])=[O:4].O1CCCC1.[H-].[Na+].C(=O)(O)[O-].[Na+]>O.C(OCC)(=O)C>[CH2:6]([N:5]1[CH2:8][C:9]2([CH2:14][CH2:13][N:12]([C:15]([O:17][C:18]([CH3:21])([CH3:20])[CH3:19])=[O:16])[CH2:11][CH2:10]2)[O:22][CH2:2][C:3]1=[O:4])[CH3:7] |f:2.3,4.5|. Procedure details: To a 250 mL round bottom flask containing tert-butyl 4-((2-chloro-N-ethylacetamido)methyl)-4-hydroxypiperidine-1-carboxylate (3.14 g) was added tetrahydrofuran (50 mL). The entire vessel was placed under nitrogen and stirred at room temperature. To this was portionwise added NaH (60% in mineral oil, 2 g, 50.0 mmol). After complete addition, the reaction mixture was stirred at room temperature. After 3 hours, saturated aq sodium bicarbonate (70 mL) was added to the flask (slowly dropwise via pipe... Starting materials: CC(C)(C)O, C1CCOC1, C=CCN(CC(C)(C)C)c1ccc(C#N)c(C(F)(F)F)c1, C[N+]1([O-])CCOCC1, [Na+], O, O, O=S([O-])O. The product is CC(C)(C)CN(CC(=O)O)c1ccc(C#N)c(C(F)(F)F)c1. As a reaction SMILES: [C:41]([OH:42])([CH3:43])([CH3:44])[CH3:45].[CH2:35]1[O:36][CH2:37][CH2:38][CH2:39]1.[CH3:1][C:2]([CH2:3][N:4]([c:5]1[cH:6][c:7]([C:13]([F:14])([F:15])[F:16])[c:8]([C:9]#[N:10])[cH:11][cH:12]1)[CH2:17][CH:18]=[CH2:19])([CH3:20])[CH3:21].[CH3:22][N+:23]1([O-:24])[CH2:25][CH2:27][O:26][CH2:28][CH2:29]1.[Na+:34].[OH2:40].[OH2:46].[S:30](=[O:31])([OH:32])[O-:33]>>[CH3:1][C:2]([CH2:3][N:4]([c:5]1[cH:6][c:7]([C:13]([F:14])([F:15])[F:16])[c:8]([C:9]#[N:10])[cH:11][cH:12]1)[CH2:17][C:18]([OH:26])=[O:40])([CH3:20])[CH3:21]. The reactants are ClC1=NC(=C2N=CN(C2=N1)C1CCCC1)Cl (2,6-dichloro-9-cyclopentylpurine), ClC1=CC(=C(CN)C=C1)F (4-chloro-2-fluorobenzylamine). Solvent: C(C)N(CC)CC (triethylamine). Product: ClC1=NC(=C2N=CN(C2=N1)C1CCCC1)NCC1=C(C=C(C=C1)Cl)F (2-Chloro-6-[(4-chloro-2-fluorobenzyl)amino]-9-cyclopentylpurine). RXN SMILES: [Cl:1][C:2]1[N:10]=[C:9]2[C:5]([N:6]=[CH:7][N:8]2[CH:11]2[CH2:15][CH2:14][CH2:13][CH2:12]2)=[C:4](Cl)[N:3]=1.[Cl:17][C:18]1[CH:25]=[CH:24][C:21]([CH2:22][NH2:23])=[C:20]([F:26])[CH:19]=1>C(N(CC)CC)C>[Cl:1][C:2]1[N:10]=[C:9]2[C:5]([N:6]=[CH:7][N:8]2[CH:11]2[CH2:15][CH2:14][CH2:13][CH2:12]2)=[C:4]([NH:23][CH2:22][C:21]2[CH:24]=[CH:25][C:18]([Cl:17])=[CH:19][C:20]=2[F:26])[N:3]=1. Procedure details: 2-Chloro-6-[(4-chloro-2-fluorobenzyl)amino]-9-cyclopentylpurine is prepared from 2,6-dichloro-9-cyclopentylpurine, 4-chloro-2-fluorobenzylamine, and triethylamine essentially as described above in Example 1, Scheme A, step b. The reactants are COC1=CC=C(C=2CCC(N(C12)CC1=CC=C(C=C1)C(=O)OC)=O)C=O (8-methoxy-1-(4-methoxycarbonylbenzyl)-2-oxo-1,2,3,4-tetrahydroquinoline-5-carboxaldehyde), S1C(NC(C1)=O)=O (2,4-thiazolidinedione). Reagents/catalysts: N1CCCCC1 (piperidine), C(C)(=O)O (acetic acid). The solvent is C1(=CC=CC=C1)C (toluene). Product: COC=1C=CC(=C2CCC(N(C12)CC1=CC=C(C=C1)C(=O)OC)=O)C=C1C(NC(S1)=O)=O (5-[8-methoxy-1-(4-methoxycarbonylbenzyl)-2-oxo-1,2,3,4-tetrahydroquinolin-5-ylmethylidene]thiazolidine-2,4-dione). Yield: 89.3%. Reaction SMILES: [CH3:1][O:2][C:3]1[C:12]2[N:11]([CH2:13][C:14]3[CH:19]=[CH:18][C:17]([C:20]([O:22][CH3:23])=[O:21])=[CH:16][CH:15]=3)[C:10](=[O:24])[CH2:9][CH2:8][C:7]=2[C:6]([CH:25]=O)=[CH:5][CH:4]=1.[S:27]1[CH2:31][C:30](=[O:32])[NH:29][C:28]1=[O:33]>C1(C)C=CC=CC=1.N1CCCCC1.C(O)(=O)C>[CH3:1][O:2][C:3]1[CH:4]=[CH:5][C:6]([CH:25]=[C:31]2[S:27][C:28](=[O:33])[NH:29][C:30]2=[O:32])=[C:7]2[C:12]=1[N:11]([CH2:13][C:14]1[CH:19]=[CH:18][C:17]([C:20]([O:22][CH3:23])=[O:21])=[CH:16][CH:15]=1)[C:10](=[O:24])[CH2:9][CH2:8]2. Procedure details: 7.0 g of 8-methoxy-1-(4-methoxycarbonylbenzyl)-2-oxo-1,2,3,4-tetrahydroquinoline-5-carboxaldehyde and 3.25 g of 2,4-thiazolidinedione were suspended in 70 ml of toluene. Ten drops of piperidine and ten drops of acetic acid were added, followed by heating and refluxing for 4 hours. The resultant was allowed to cool to precipitate a solid, and the precipitated solid was collected by filtration and dried, giving 8.0 g (90% yield) of 5-[8-methoxy-1-(4-methoxycarbonylbenzyl)-2-oxo-1,2,3,4-tetrahydroq... Starting materials: C(#C)N1C2=C(C=3C=C(C=CC13)C)CN(CC2)C (5-Ethynyl-2,8-dimethyl-2,3,4,5-tetrahydro-1H-pyrido[4,3-b]indole), BrC=1C=CC(=NC1)C (5-bromo-2-methyl-pyridine), dichlorobistriphenylphosphine palladium (II), CCCC[N+](CCCC)(CCCC)CCCC.[F-] (TBAF). The solvent is O (water). Reaction conditions: temperature 80 celsius. The product is CN1CC2=C(N(C=3C=CC(=CC23)C)C#CC=2C=NC(=CC2)C)CC1 (2,8-dimethyl-5-(6-methyl-pyridin-3-ylethynyl)-2,3,4,5-tetrahydro-1H-pyrido[4,3-b]indole). Isolated yield 14.8%. As a reaction SMILES: [C:1]([N:3]1[C:11]2[CH:10]=[CH:9][C:8]([CH3:12])=[CH:7][C:6]=2[C:5]2[CH2:13][N:14]([CH3:17])[CH2:15][CH2:16][C:4]1=2)#[CH:2].Br[C:19]1[CH:20]=[CH:21][C:22]([CH3:25])=[N:23][CH:24]=1.CCCC[N+](CCCC)(CCCC)CCCC.[F-]>O>[CH3:17][N:14]1[CH2:15][CH2:16][C:4]2[N:3]([C:1]#[C:2][C:19]3[CH:24]=[N:23][C:22]([CH3:25])=[CH:21][CH:20]=3)[C:11]3[CH:10]=[CH:9][C:8]([CH3:12])=[CH:7][C:6]=3[C:5]=2[CH2:13]1 |f:2.3|. Procedure details: A mixture of 5-Ethynyl-2,8-dimethyl-2,3,4,5-tetrahydro-1H-pyrido[4,3-b]indole (156 mg, 0.69 mmol), 5-bromo-2-methyl-pyridine (100 mg, 0.58 mmol), dichlorobistriphenylphosphine palladium (II) (12 mg, 0.017 mmol) and TBAF.3H2O (548 mg, 1.74 mmol) were added to a reaction vessel and the contents heated at 80° C. for 5 min in microwave. After completion of starting material (as monitored by TLC & LCMS), the reaction mixture was poured into water (25 mL) and the desired compound extracted with EtOAc ...